describe an organic reaction: reactants, conditions, products, and yield From a dataset of the Open Reaction Database (ORD), a public repository of structured organic reaction records. Reactants: Cl.CC1=C2C=C(NC(C2=CC=C1)=O)C1CNCC1 (5-methyl-3-(pyrrolidin-3-yl)-2H-isoquinolin-1-one hydrochloride), BrCCCO (3-bromo-1-propanol). The product is OCCCN1CC(CC1)C=1NC(C2=CC=CC(=C2C1)C)=O (3-[1-(3-hydroxypropyl)pyrrolidin-3-yl]-5-methyl-2H-isoquinolin-1-one). As a reaction SMILES: Cl.[CH3:2][C:3]1[CH:12]=[CH:11][CH:10]=[C:9]2[C:4]=1[CH:5]=[C:6]([CH:14]1[CH2:18][CH2:17][NH:16][CH2:15]1)[NH:7][C:8]2=[O:13].Br[CH2:20][CH2:21][CH2:22][OH:23]>>[OH:23][CH2:22][CH2:21][CH2:20][N:16]1[CH2:17][CH2:18][CH:14]([C:6]2[NH:7][C:8](=[O:13])[C:9]3[C:4]([CH:5]=2)=[C:3]([CH3:2])[CH:12]=[CH:11][CH:10]=3)[CH2:15]1 |f:0.1|. Procedure: By the reaction in the same manner as in Example 2a, using 5-methyl-3-(pyrrolidin-3-yl)-2H-isoquinolin-1-one hydrochloride (501 mg) and 3-bromo-1-propanol (991 μl), 3-[1-(3-hydroxypropyl)pyrrolidin-3-yl]-5-methyl-2H-isoquinolin-1-one (216 mg) was obtained. Starting materials: C(Cl)Cl (Methylene chloride), O1C(=CC=C1)C(CC1=CC2=CN(N=C2C(=C1)C)COCC[Si](C)(C)C)O (1-(furan-2-yl)-2-(7-methyl-2-((2-(trimethylsilyl)ethoxy)methyl)-2H-indazol-5-yl)ethanol), O=C1NC2=CC=CC=C2CN1C1CCN(CC1)C(=O)OC1=CC=C(C=C1)[N+](=O)[O-] (4-nitrophenyl 4-(2-oxo-1,2-dihydroquinazolin-3(4H)-yl)piperidine-1-carboxylate), [H-].[Na+] (sodium hydride). The solvent is O1CCCC1 (tetrahydrofuran). Conditions: time 8 hour. Yields the product O=C1NC2=CC=CC=C2CN1C1CCN(CC1)C(=O)OC(CC1=CC2=CN(N=C2C(=C1)C)COCC[Si](C)(C)C)C=1OC=CC1 (1-(Furan-2-yl)-2-(7-methyl-2-((2-(trimethylsilyl)ethoxy)methyl)-2H-indazol-5-yl)ethyl 4-(2-oxo-1,2-dihydroquinazolin-3(4H)-yl)piperidine-1-carboxylate). Reaction SMILES: [O:1]1[CH:5]=[CH:4][CH:3]=[C:2]1[CH:6]([OH:26])[CH2:7][C:8]1[CH:16]=[C:15]([CH3:17])[C:14]2[C:10](=[CH:11][N:12]([CH2:18][O:19][CH2:20][CH2:21][Si:22]([CH3:25])([CH3:24])[CH3:23])[N:13]=2)[CH:9]=1.[O:27]=[C:28]1[N:37]([CH:38]2[CH2:43][CH2:42][N:41]([C:44](OC3C=CC([N+]([O-])=O)=CC=3)=[O:45])[CH2:40][CH2:39]2)[CH2:36][C:35]2[C:30](=[CH:31][CH:32]=[CH:33][CH:34]=2)[NH:29]1.[H-].[Na+].C(Cl)Cl>O1CCCC1>[O:27]=[C:28]1[N:37]([CH:38]2[CH2:39][CH2:40][N:41]([C:44]([O:26][CH:6]([C:2]3[O:1][CH:5]=[CH:4][CH:3]=3)[CH2:7][C:8]3[CH:16]=[C:15]([CH3:17])[C:14]4[C:10](=[CH:11][N:12]([CH2:18][O:19][CH2:20][CH2:21][Si:22]([CH3:24])([CH3:23])[CH3:25])[N:13]=4)[CH:9]=3)=[O:45])[CH2:42][CH2:43]2)[CH2:36][C:35]2[C:30](=[CH:31][CH:32]=[CH:33][CH:34]=2)[NH:29]1 |f:2.3|. Reported procedure: To a solution of 1-(furan-2-yl)-2-(7-methyl-2-((2-(trimethylsilyl)ethoxy)methyl)-2H-indazol-5-yl)ethanol (0.11 mmol) and 4-nitrophenyl 4-(2-oxo-1,2-dihydroquinazolin-3(4H)-yl)piperidine-1-carboxylate (0.13 mmol) in tetrahydrofuran (3 mL) was added sodium hydride (95%, 0.33 mmol) at room temperature under nitrogen. The reaction was stirred overnight. Methylene chloride (15 mL) was added and the mixture washed with water (4×5 mL). The organic layer was dried, filtered and concentrated to give the ...